From a dataset of the Open Reaction Database (ORD), a public repository of structured organic reaction records. describe an organic reaction: reactants, conditions, products, and yield Reactants: [Cl-].[NH4+] (ammonium chloride), CC1(CC=C(C=2C=CC(=CC12)C(C=CC1=CC=C(C(=O)O)C=C1)=O)C1=CC=C(C=C1)C)C (4-[3-(8,8-dimethyl-5-p-tolyl-7,8-dihydro-2-naphthyl)-3-oxopropenyl]benzoic acid), [BH4-].[Na+] (sodium borohydride), [Cl-].[Cs+] (caesium chloride). Solvent: CO (methanol). Run at time 30 minute. Yields the product CC1(CC=C(C=2C=CC(=CC12)C(C=CC1=CC=C(C(=O)O)C=C1)O)C1=CC=C(C=C1)C)C (4-[3-(8,8-Dimethyl-5-p-tolyl-7,8-dihydro-2-naphthyl)-3-hydroxypropenyl]benzoic acid). As a reaction SMILES: [CH3:1][C:2]1([CH3:32])[C:11]2[CH:10]=[C:9]([C:12](=[O:24])[CH:13]=[CH:14][C:15]3[CH:23]=[CH:22][C:18]([C:19]([OH:21])=[O:20])=[CH:17][CH:16]=3)[CH:8]=[CH:7][C:6]=2[C:5]([C:25]2[CH:30]=[CH:29][C:28]([CH3:31])=[CH:27][CH:26]=2)=[CH:4][CH2:3]1.[Cl-].[Cs+].[BH4-].[Na+].[Cl-].[NH4+]>CO>[CH3:1][C:2]1([CH3:32])[C:11]2[CH:10]=[C:9]([CH:12]([OH:24])[CH:13]=[CH:14][C:15]3[CH:23]=[CH:22][C:18]([C:19]([OH:21])=[O:20])=[CH:17][CH:16]=3)[CH:8]=[CH:7][C:6]=2[C:5]([C:25]2[CH:26]=[CH:27][C:28]([CH3:31])=[CH:29][CH:30]=2)=[CH:4][CH2:3]1 |f:1.2,3.4,5.6|. Procedure details: 2 g (4.7 mmol) of 4-[3-(8,8-dimethyl-5-p-tolyl-7,8-dihydro-2-naphthyl)-3-oxopropenyl]benzoic acid are dissolved in 50 ml of methanol, and 2.1 g (5.6 mmol) of caesium chloride are then added. After 30 minutes, 0.18 g (4.8 mmol) of sodium borohydride is added. After 30 minutes, the medium is treated with ammonium chloride solution and extracted with ethyl acetate. The residue obtained is purified by chromatography (eluent: 50/50 heptane/ethyl acetate). A solid is obtained (0.42 g; yield=21%; m.p. ... Starting materials: C(C)(C)(C)OC(=O)N1CC(NCC1)=O (piperazin-3-one-1-carboxylic acid tert-butyl ester), [H-].[Na+] (sodium hydride), CS(=O)(=O)OC1=CC(=C(C=C1)Cl)CBr (3-(bromomethyl)-4-chlorophenyl methanesulfonate), CCOC(=O)C (EtOAc). Run in CN(C)C=O (DMF), CN(C)C=O (DMF). Reaction conditions: time 15 minute. Product: C(C)(C)(C)OC(=O)N1CC(N(CC1)CC1=C(C=CC(=C1)OS(=O)(=O)C)Cl)=O (4-[2-chloro-5-(methanesulfonyloxy)-benzyl]-3-oxo-piperazine-1-carboxylic acid tert-butyl ester). RXN SMILES: [C:1]([O:5][C:6]([N:8]1[CH2:13][CH2:12][NH:11][C:10](=[O:14])[CH2:9]1)=[O:7])([CH3:4])([CH3:3])[CH3:2].[H-].[Na+].[CH3:17][S:18]([O:21][C:22]1[CH:27]=[CH:26][C:25]([Cl:28])=[C:24]([CH2:29]Br)[CH:23]=1)(=[O:20])=[O:19].CCOC(C)=O>CN(C=O)C>[C:1]([O:5][C:6]([N:8]1[CH2:13][CH2:12][N:11]([CH2:29][C:24]2[CH:23]=[C:22]([O:21][S:18]([CH3:17])(=[O:20])=[O:19])[CH:27]=[CH:26][C:25]=2[Cl:28])[C:10](=[O:14])[CH2:9]1)=[O:7])([CH3:4])([CH3:2])[CH3:3] |f:1.2|. Reported procedure: To a solution of piperazin-3-one-1-carboxylic acid tert-butyl ester (7.10 g, 35.3 mmol) in dry DMF (200 mL) at 0° C. was added sodium hydride (60% dispersion in mineral oil, 2.10 g, 53.0 mmol). The reaction mixture was stirred for 15 min, and then a solution of the benzylbromide from Step B (10.0 g, 35.3 mmol) in DMF (50 mL) was added dropwise. The reaction mixture was allowed to warm to room temperature overnight. The reaction was poured into EtOAc (300 ml), and washed with H2O (3×50 ml). The o... Starting materials: NC=1C=2N(C=CC1)C(=C(N2)C)C (8-amino-2,3-dimethylimidazo[1,2-a]-pyridine), ClCC1=C(C=CC=C1C)NC(OCC1=NC=CC=C1)=O (2-pyridinylmethyl (2-chloromethyl-3-methylphenyl)carbamate), C([O-])([O-])=O.[Na+].[Na+] (sodium carbonate), [I-].[Na+] (sodium iodide). Solvent: CC(=O)C (acetone). Reaction conditions: time 16 hour. Product: N1=C(C=CC=C1)COC(=O)NC1=C(CNC=2C=3N(C=CC2)C(=C(N3)C)C)C(=CC=C1)C (8{2-[(2-Pyridinylmethoxy)carbonylamino]-6-methylbenzylamino}-2,3-dimethylimidazo[1,2-a]pyridine). RXN SMILES: [NH2:1][C:2]1[C:3]2[N:4]([C:8]([CH3:12])=[C:9]([CH3:11])[N:10]=2)[CH:5]=[CH:6][CH:7]=1.Cl[CH2:14][C:15]1[C:20]([CH3:21])=[CH:19][CH:18]=[CH:17][C:16]=1[NH:22][C:23](=[O:32])[O:24][CH2:25][C:26]1[CH:31]=[CH:30][CH:29]=[CH:28][N:27]=1.C(=O)([O-])[O-].[Na+].[Na+].[I-].[Na+]>CC(C)=O>[N:27]1[CH:28]=[CH:29][CH:30]=[CH:31][C:26]=1[CH2:25][O:24][C:23]([NH:22][C:16]1[CH:17]=[CH:18][CH:19]=[C:20]([CH3:21])[C:15]=1[CH2:14][NH:1][C:2]1[C:3]2[N:4]([C:8]([CH3:12])=[C:9]([CH3:11])[N:10]=2)[CH:5]=[CH:6][CH:7]=1)=[O:32] |f:2.3.4,5.6|. Reported procedure: A suspension of 8-amino-2,3-dimethylimidazo[1,2-a]-pyridine (0.58 g), 2-pyridinylmethyl (2-chloromethyl-3-methylphenyl)carbamate (1.04 g), sodium carbonate (0.95 g) and sodium iodide (0.2 g) in acetone (25 ml) is stirred at RT for 16 h. The precipitate is filtered off and washed with acetone, and the filtrate is concentrated on a rotary evaporator. The residue is taken up in sodium hydrogencarbonate solution (40 ml) and extracted with dichloromethane (3×40 ml). The combined organic extracts are ... Reactants: C1(CCCCO1)=O (valerolactone), C(C[NH3+])C[NH3+] (1,3-DAP). Yields the product amide, OCCCCC1=NCCCN1 (2-(4-hydroxybutyl)-1,3-diazacyclohex-1-ene). Yield: 49.0%. RXN SMILES: [C:1]1(=O)[O:6][CH2:5][CH2:4][CH2:3][CH2:2]1.[CH2:8]([CH2:11][NH3+:12])[CH2:9][NH3+:10]>>[OH:6][CH2:5][CH2:4][CH2:3][CH2:2][C:1]1[NH:12][CH2:11][CH2:8][CH2:9][N:10]=1. Reported procedure: Using a method similar to Example 1, valerolactone was reacted with 1,3-DAP. At a temperature of 170° C. in the liquid in the flask, 48% of the open-chain amide and 49% of 2-(4-hydroxybutyl)-1,3-diazacyclohex-1-ene were obtained after 8 hours. After a further 8 hours at 180° C. and 8 hours at a liquid-phase temperature of 190° C., the ratio shifted further to 5% of amide and 92% of 2-(4-hydroxybutyl)-1,3-diazacyclohex-1-ene. The subsequent product diazabicyclodecene was obtained in an amount of ... Reactants: O([Si](C)(C)C(C)(C)C)CCCO (3-t-butlydimethylsiloxy-1-propanol), C(C)(C)N(CC)C(C)C (diisopropylethylamine), C(=O)(O)[O-].[Na+] (NaHCO3), [N+](=O)([O-])C1=CC=C(C=C1)S(=O)(=O)Cl (p-nitrophenylsulfonyl chloride). The solvent is C(Cl)Cl (methylene chloride). Run at time 3 hour. Yields the product CC(C)(C)[Si](C)(C)OCCCOS(=O)(=O)C1=CC=C(C=C1)[N+](=O)[O-] (3-[[(1,1 -Dimethylethyl)dimethylsilyl]oxy]-1-propanol,4nitrobenzenesulfonate). Reaction SMILES: [O:1]([CH2:9][CH2:10][CH2:11][OH:12])[Si:2]([C:5]([CH3:8])([CH3:7])[CH3:6])([CH3:4])[CH3:3].C(N(C(C)C)CC)(C)C.[N+:22]([C:25]1[CH:30]=[CH:29][C:28]([S:31](Cl)(=[O:33])=[O:32])=[CH:27][CH:26]=1)([O-:24])=[O:23].C([O-])(O)=O.[Na+]>C(Cl)Cl>[CH3:8][C:5]([Si:2]([O:1][CH2:9][CH2:10][CH2:11][O:12][S:31]([C:28]1[CH:27]=[CH:26][C:25]([N+:22]([O-:24])=[O:23])=[CH:30][CH:29]=1)(=[O:32])=[O:33])([CH3:4])[CH3:3])([CH3:6])[CH3:7] |f:3.4|. Reported procedure: A solution of 3-t-butlydimethylsiloxy-1-propanol, prepared by the method of McDougal, et al. JOC, 1986, 51, 3388, which is incorporated herein by reference, (7.6 g, 40 mmol) and diisopropylethylamine (10.4 mL, 60 mmol) in methylene chloride (200 mL) at 0° C. was treated with p-nitrophenylsulfonyl chloride (9.7 g, 44 mmol), stirred for 3 h, poured into saturated NaHCO3 and extracted with diethyl ether. The extracts were washed with brine, dried (Na2SO4), and concentrated. The residue was chromato... The reactants are COc1ccc(S(=O)(=O)N(C)C(C(=O)OC(C)(C)C)C(C)C)cc1, ClCCl, O=C(O)C(F)(F)F. Product: COc1ccc(S(=O)(=O)N(C)C(C(=O)O)C(C)C)cc1. Reaction SMILES: [C:1]([CH3:2])([CH3:3])([CH3:4])[O:5][C:6]([CH:7]([CH:8]([CH3:9])[CH3:10])[N:11]([CH3:12])[S:13](=[O:14])(=[O:15])[c:16]1[cH:17][cH:18][c:19]([O:22][CH3:23])[cH:20][cH:21]1)=[O:24].[Cl:32][CH2:33][Cl:34].[OH:25][C:26]([C:27]([F:28])([F:29])[F:30])=[O:31]>>[O:5]=[C:6]([CH:7]([CH:8]([CH3:9])[CH3:10])[N:11]([CH3:12])[S:13](=[O:14])(=[O:15])[c:16]1[cH:17][cH:18][c:19]([O:22][CH3:23])[cH:20][cH:21]1)[OH:24]. Starting materials: ClCC1=CC=C(C(=O)Cl)C=C1 (4-chloromethylbenzoyl chloride), NC=1C=C(C=CC1C)NC(C1=CC(=CC=C1)C(F)(F)F)=O (N-(3-amino-4-methylphenyl)-3-trifluoromethylbenzamide). Yields the product FC(C=1C=C(C(=O)NC=2C=CC(=C(C2)NC(C2=CC=C(C=C2)CCl)=O)C)C=CC1)(F)F (N-[5-(3-trifluoromethylbenzamido)-2-methylphenyl]-4-(chloromethyl)benzamide). Isolated yield 94.0%. RXN SMILES: [Cl:1][CH2:2][C:3]1[CH:11]=[CH:10][C:6]([C:7](Cl)=[O:8])=[CH:5][CH:4]=1.[NH2:12][C:13]1[CH:14]=[C:15]([NH:20][C:21](=[O:32])[C:22]2[CH:27]=[CH:26][CH:25]=[C:24]([C:28]([F:31])([F:30])[F:29])[CH:23]=2)[CH:16]=[CH:17][C:18]=1[CH3:19]>>[F:29][C:28]([F:30])([F:31])[C:24]1[CH:23]=[C:22]([CH:27]=[CH:26][CH:25]=1)[C:21]([NH:20][C:15]1[CH:16]=[CH:17][C:18]([CH3:19])=[C:13]([NH:12][C:7](=[O:8])[C:6]2[CH:10]=[CH:11][C:3]([CH2:2][Cl:1])=[CH:4][CH:5]=2)[CH:14]=1)=[O:32]. Procedure: Using an analogous procedure to that described in Example 37, 4-chloromethylbenzoyl chloride was reacted with N-(3-amino-4-methylphenyl)-3-trifluoromethylbenzamide to give the title compound in 94% yield; NMR Spectrum: (DMSOd6) 2.21 (s, 3H), 4.84 (s, 2H), 7.25 (d, 1H), 7.57 (m, 3H), 7.76 (t, 1H), 7.83 (d, 1H), 7.96 (m, 3H), 8.26 (m, 2H), 9.92 (s, 1H), 10.44 (s, 1H); Mass Spectrum: M−H− 445. Starting materials: C1(=CC=CC=C1)OC(N(C(=O)OC1=CC=CC=C1)C1=NC=CC(=C1)OC1=C(C=C(C=C1)NC(=O)C1(CC1)C(NC1=CC=C(C=C1)F)=O)F)=O ([4-(2-fluoro-4-{[1-(4-fluorophenylcarbamoyl)cyclopropanecarbonyl]amino}phenoxy)pyridin-2-yl]-N-(phenoxycarbonyl)carbamic acid phenyl ester), CN([C@H]1CNCC1)C ((3R)-3-dimethylaminopyrrolidine). The solvent is CN(C=O)C (N,N-dimethylformamide). Reaction conditions: time 4 hour. Product: CN([C@H]1CN(CC1)C(=O)NC1=NC=CC(=C1)OC1=C(C=C(C=C1)NC(=O)C1(CC1)C(=O)NC1=CC=C(C=C1)F)F)C (N-(4-{[2-({[(3R)-3-(Dimethylamino)pyrrolidin-1-yl]carbonyl}amino)pyridin-4-yl]oxy}-3-fluorophenyl)-N′-(4-fluorophenyl)cyclopropane-1,1-dicarboxamide). Yield: 51.0%. As a reaction SMILES: C1([O:7][C:8](=O)[N:9]([C:19]2[CH:24]=[C:23]([O:25][C:26]3[CH:31]=[CH:30][C:29]([NH:32][C:33]([C:35]4([C:38](=[O:47])[NH:39][C:40]5[CH:45]=[CH:44][C:43]([F:46])=[CH:42][CH:41]=5)[CH2:37][CH2:36]4)=[O:34])=[CH:28][C:27]=3[F:48])[CH:22]=[CH:21][N:20]=2)C(OC2C=CC=CC=2)=O)C=CC=CC=1.[CH3:50][N:51]([CH3:57])[C@@H:52]1[CH2:56][CH2:55][NH:54][CH2:53]1>CN(C)C=O>[CH3:50][N:51]([CH3:57])[C@@H:52]1[CH2:56][CH2:55][N:54]([C:8]([NH:9][C:19]2[CH:24]=[C:23]([O:25][C:26]3[CH:31]=[CH:30][C:29]([NH:32][C:33]([C:35]4([C:38]([NH:39][C:40]5[CH:41]=[CH:42][C:43]([F:46])=[CH:44][CH:45]=5)=[O:47])[CH2:37][CH2:36]4)=[O:34])=[CH:28][C:27]=3[F:48])[CH:22]=[CH:21][N:20]=2)=[O:7])[CH2:53]1. Procedure: To a solution of [4-(2-fluoro-4-{[1-(4-fluorophenylcarbamoyl)cyclopropanecarbonyl]amino}phenoxy)pyridin-2-yl]-N-(phenoxycarbonyl)carbamic acid phenyl ester (50 mg) in N,N-dimethylformamide (1.0 ml) was added (3R)-3-dimethylaminopyrrolidine (0.050 ml) at room temperature, followed by stirring for 4 hr. The reaction mixture was partitioned between ethyl acetate and water. The organic layer was washed with a saturated aqueous solution of ammonium chloride and brine in this order, and dried over anh... The reactants are ClC=1C=CC(=C(C1)C1=CC(N(C=C1OC)C(C(=O)NC1=CC=C(C(=O)OC(C)(C)C)C=C1)OCC)=O)C#N (tert-butyl 4-({[4-(5-chloro-2-cyanophenyl)-5-methoxy-2-oxopyridin-1(2H)-yl](ethoxy)acetyl}amino)benzoate), C(=O)(C(F)(F)F)O (TFA). Product: ClC=1C=CC(=C(C1)C1=CC(N(C=C1OC)C(C(=O)NC1=CC=C(C(=O)O)C=C1)OCC)=O)C#N (4-({[4-(5-Chloro-2-cyanophenyl)-5-methoxy-2-oxopyridin-1(2H)-yl](ethoxy)acetyl}amino)benzoic acid). Reaction SMILES: [Cl:1][C:2]1[CH:3]=[CH:4][C:5]([C:37]#[N:38])=[C:6]([C:8]2[C:13]([O:14][CH3:15])=[CH:12][N:11]([CH:16]([O:33][CH2:34][CH3:35])[C:17]([NH:19][C:20]3[CH:32]=[CH:31][C:23]([C:24]([O:26]C(C)(C)C)=[O:25])=[CH:22][CH:21]=3)=[O:18])[C:10](=[O:36])[CH:9]=2)[CH:7]=1.C(O)(C(F)(F)F)=O>>[Cl:1][C:2]1[CH:3]=[CH:4][C:5]([C:37]#[N:38])=[C:6]([C:8]2[C:13]([O:14][CH3:15])=[CH:12][N:11]([CH:16]([O:33][CH2:34][CH3:35])[C:17]([NH:19][C:20]3[CH:21]=[CH:22][C:23]([C:24]([OH:26])=[O:25])=[CH:31][CH:32]=3)=[O:18])[C:10](=[O:36])[CH:9]=2)[CH:7]=1. Procedure details: 260 mg (0.48 mmol) of tert-butyl 4-({[4-(5-chloro-2-cyanophenyl)-5-methoxy-2-oxopyridin-1(2H)-yl](ethoxy)acetyl}amino)benzoate (racemate) were hydrolysed with TFA according to General Method 2. Yield: 184 mg (79% of theory)